From a dataset of the Open Reaction Database (ORD), a public repository of structured organic reaction records. describe an organic reaction: reactants, conditions, products, and yield Reactants: C(C=C)(=O)OCCCC (butyl acrylate), C(C)(=O)OC=CC=C (1-acetoxy-1,3-butadiene), C1(=CC=CC=C1)C (toluene), C(C)(=O)OC=CC=C (1-Acetoxy-1,3-butadiene), C1(=CC=CC=C1)C (toluene). Reagents/catalysts: C1(O)=CC=C(O)C=C1 (hydroquinone). Run at temperature 120 celsius, time 68 hour. The product is C(CCC)OC(=O)C1C(C=CCC1)OC(C)=O (2-Acetoxycyclohex-3-enecarboxylic Acid Butyl ester). RXN SMILES: [C:1]([O:4][CH:5]=[CH:6][CH:7]=[CH2:8])(=[O:3])[CH3:2].[C:9]([O:13][CH2:14][CH2:15][CH2:16][CH3:17])(=[O:12])[CH:10]=C.[C:18]1(C)C=CC=CC=1>C1(C=CC(O)=CC=1)O>[CH2:5]([O:4][C:1]([CH:2]1[CH2:18][CH2:17][CH:16]=[CH:15][CH:14]1[O:13][C:9](=[O:12])[CH3:10])=[O:3])[CH2:6][CH2:7][CH3:8]. Procedure details: 1-Acetoxy-1,3-butadiene (30.1 g, 0.268 mol) was dissolved in toluene (20 mL). To this was added butyl acrylate (37.9 mL, 0.265 mol) and hydroquinone (0.14 g). The colourless solution was heated at 120° C. for 26 h under argon. More 1-acetoxy-1,3-butadiene (10.6 g, 0.095 mol) in toluene (2 mL) was then added, and heating continued for a further 68 h. The solution was cooled then evaporated in vacuo to give a viscous yellow oil (69 g), which was used without further purification. Starting materials: BrC1=CC=C(C=C1)[Si](C1=CC=C(C=C1)Br)(C1=CC=C(C=C1)Br)C1=CC=C(C=C1)Br (tetrakis(4-bromophenyl)silane), C=CC1=CC=CC=C1 (styrene), C(=O)([O-])[O-].[K+].[K+] (K2CO3). Reagents/catalysts: [N+](CCCC)(CCCC)(CCCC)CCCC.[Br-] (n-Bu4NBr), CC(=O)[O-].CC(=O)[O-].[Pd+2] (Pd(OAc)2). The solvent is CC(=O)N(C)C (DMA). Run at temperature 80 celsius, time 48 hour. Yields the product C1(=C(C=CC=C1)[Si](C1=C(C=CC=C1)C=CC1=CC=CC=C1)(C1=C(C=CC=C1)C=CC1=CC=CC=C1)C1=C(C=CC=C1)C=CC1=CC=CC=C1)C=CC1=CC=CC=C1 (Tetrastilbenylsilane). Yield: 52.0%. RXN SMILES: Br[C:2]1[CH:7]=[CH:6][C:5]([Si:8]([C:23]2[CH:28]=[CH:27][C:26](Br)=[CH:25][CH:24]=2)([C:16]2[CH:21]=[CH:20][C:19](Br)=[CH:18][CH:17]=2)[C:9]2[CH:14]=[CH:13][C:12](Br)=[CH:11][CH:10]=2)=[CH:4][CH:3]=1.[CH2:30]=[CH:31][C:32]1[CH:37]=[CH:36][CH:35]=[CH:34][CH:33]=1.C([O-])([O-])=O.[K+].[K+]>[N+](CCCC)(CCCC)(CCCC)CCCC.[Br-].CC([O-])=O.CC([O-])=O.[Pd+2].CC(N(C)C)=O>[C:6]1([CH:30]=[CH:31][C:32]2[CH:37]=[CH:36][CH:35]=[CH:34][CH:33]=2)[CH:7]=[CH:2][CH:3]=[CH:4][C:5]=1[Si:8]([C:23]1[CH:28]=[CH:27][CH:26]=[CH:25][C:24]=1[CH:30]=[CH:31][C:32]1[CH:37]=[CH:36][CH:35]=[CH:34][CH:33]=1)([C:16]1[CH:21]=[CH:20][CH:19]=[CH:18][C:17]=1[CH:30]=[CH:31][C:32]1[CH:37]=[CH:36][CH:35]=[CH:34][CH:33]=1)[C:9]1[CH:14]=[CH:13][CH:12]=[CH:11][C:10]=1[CH:30]=[CH:31][C:32]1[CH:37]=[CH:36][CH:35]=[CH:34][CH:33]=1 |f:2.3.4,5.6,7.8.9|. Procedure details: A round bottom flask (50 mL) equipped with a teflon coated stir bar was charged with tetrakis(4-bromophenyl)silane (326 mg, 0.5 mmol), styrene (2.0 g, 12 mmol), Pd(OAc)2 (14 mg, 12 mol %), K2CO3 (690 mg, 5 mmol), n-Bu4NBr (645 mg, 2 mmol), and DMA (10 mL). The flask was fitted with a rubber septum and purged with nitrogen prior to heating (80° C.) with stirring for 48 hours. The reaction mixture was allowed to cool to room temperature, diluted with CH2Cl2, and washed five times with brine. The o... The reactants are ClC1=NC=C(C2=CC=CC=C12)OC1CC1 (1-chloro-4-cyclopropoxyisoquinolin), [F-].[Cs+] (cesium fluoride). Solvent: O (water), CS(=O)C (DMSO). Reaction conditions: temperature 145 celsius. Yields the product FC1=NC=C(C2=CC=CC=C12)OC1CC1 (1-Fluoro-4-cyclopropoxyisoquinoline). The yield is 37.6%. RXN SMILES: Cl[C:2]1[C:11]2[C:6](=[CH:7][CH:8]=[CH:9][CH:10]=2)[C:5]([O:12][CH:13]2[CH2:15][CH2:14]2)=[CH:4][N:3]=1.[F-:16].[Cs+]>CS(C)=O.O>[F:16][C:2]1[C:11]2[C:6](=[CH:7][CH:8]=[CH:9][CH:10]=2)[C:5]([O:12][CH:13]2[CH2:15][CH2:14]2)=[CH:4][N:3]=1 |f:1.2|. Procedure: To a solution of 1-chloro-4-cyclopropoxyisoquinolin (2.3 g, 10.47 mmol) in DMSO (20 ml) was added cesium fluoride (6.36 g, 41.9 mmol) at room temperature. The reaction vessel (Pressure tube) was sealed and heated at 145° C. for 18 h. The reaction mass was diluted with water and extracted with ethyl acetate. The organic layer was dried over anhydrous Na2SO4 and evaporated under reduced pressure to get crude compound. The crude compound was purified by silica gel chromatography to get desired comp... Starting materials: N1C=CC=2C(=CC=CC12)C(=O)OC (methyl indol-4-carboxylate), C(C(C)C)[Al](CC(C)C)CC(C)C (triisobutylaluminum), NC1=C(C=CC=C1)O.CC1=CC=C(C=C1)S(=O)(=O)[O-] (2-aminophenol 4-methylbenzenesulfonate), C1(=CC=CC=C1)C (toluene), Cl (hydrochloric acid). Solvent: C(Cl)(Cl)Cl (chloroform), C(Cl)(Cl)Cl (chloroform). Reaction conditions: time 15 minute. Yields the product CC1=CC=C(C=C1)S(=O)(=O)OC1=C(C=CC=C1)C=1NC=2C=CC=C(C2C1)C(=O)N (2-[(4-methylphenylsulfonyloxy]phenyl]-1H-indol-4-carboxamide). RXN SMILES: C([Al](CC(C)C)CC(C)C)C(C)C.[NH2:14]C1C=CC=CC=1O.[CH3:22][C:23]1[CH:28]=[CH:27][C:26]([S:29]([O-:32])(=[O:31])=[O:30])=[CH:25][CH:24]=1.[NH:33]1[C:41]2[CH:40]=[CH:39][CH:38]=[C:37]([C:42]([O:44]C)=O)[C:36]=2[CH:35]=[CH:34]1.Cl.[C:47]1(C)[CH:52]=[CH:51][CH:50]=[CH:49][CH:48]=1>C(Cl)(Cl)Cl>[CH3:22][C:23]1[CH:24]=[CH:25][C:26]([S:29]([O:32][C:47]2[CH:52]=[CH:51][CH:50]=[CH:49][C:48]=2[C:34]2[NH:33][C:41]3[CH:40]=[CH:39][CH:38]=[C:37]([C:42]([NH2:14])=[O:44])[C:36]=3[CH:35]=2)(=[O:31])=[O:30])=[CH:27][CH:28]=1 |f:1.2|. Procedure: 140 ml of triisobutylaluminum in solution in toluene at 1.1 mole/l were added to a solution of 18 g of 2-aminophenol-4-methylbenzenesulfonate in 300 ml of chloroform, and after stirring for 15 minutes, a solution of 12.15 g of methyl indol-4-carboxylate in 120 ml of chloroform was added. The mixture was refluxed for 20 hours and was then cooled to 0° to -10° C. and 500 ml of an N aqueous solution of hydrochloric acid were added with stirring over 15 minutes. The chloroform phase was then purifie...